Dataset: the Open Reaction Database (ORD), a public repository of structured organic reaction records. Task: describe an organic reaction: reactants, conditions, products, and yield Starting materials: FC1=CC2=C(OCCN2)C=C1 (6-fluoro-3,4-dihydro-2H-benzo[b][1,4]oxazine), water ice NH4Cl, amine, [H-].[Na+] (sodium hydride), FC1=C(C#N)C=C(C=C1)C(F)(F)F (2-fluoro-5-(trifluoromethyl)benzonitrile). Conditions: temperature 0 celsius, time 15 minute. The product is FC1=CC2=C(OCCN2C2=C(C#N)C=C(C=C2)C(F)(F)F)C=C1 (2-(6-fluoro-2H-benzo[b][1,4]oxazin-4(3 H)-yl)-5-(trifluoromethyl)benzonitrile). Yield: 28.6%. Reaction SMILES: [F:1][C:2]1[CH:11]=[CH:10][C:5]2[O:6][CH2:7][CH2:8][NH:9][C:4]=2[CH:3]=1.[H-].[Na+].F[C:15]1[CH:22]=[CH:21][C:20]([C:23]([F:26])([F:25])[F:24])=[CH:19][C:16]=1[C:17]#[N:18]>>[F:1][C:2]1[CH:11]=[CH:10][C:5]2[O:6][CH2:7][CH2:8][N:9]([C:15]3[CH:22]=[CH:21][C:20]([C:23]([F:24])([F:26])[F:25])=[CH:19][C:16]=3[C:17]#[N:18])[C:4]=2[CH:3]=1 |f:1.2|. Procedure details: A 250 ml round bottom flask charged with 6-fluoro-3,4-dihydro-2H-benzo[b][1,4]oxazine (5.00 g, 32.6 mmol) was dried under high vacuum and placed under nitrogen prior to the addition of THF (131 ml). The solution was cooled in an ice water bath for 10 mins prior to the addition of sodium hydride (60% in mineral oil) (1.436 g, 35.9 mmol), added carefully in two portions 5 mins apart. The resulting suspension was stirred for 15 min at 0° C. then 90 min at room temp yielding a brownish suspension. T... Starting materials: CCOC(=O)c1cn(-c2nc(C)c(C(=O)NCc3ccccc3)s2)nn1, Cl, [Li+], C1CCOC1, [OH-], O. Product: Cc1nc(-n2cc(C(=O)O)nn2)sc1C(=O)NCc1ccccc1. Reaction SMILES: [CH2:1]([c:2]1[cH:3][cH:4][cH:5][cH:6][cH:7]1)[NH:8][C:9](=[O:10])[c:11]1[c:12]([CH3:26])[n:13][c:14](-[n:16]2[n:17][n:18][c:19]([C:21](=[O:22])[O:23][CH2:24][CH3:25])[cH:20]2)[s:15]1.[ClH:34].[Li+:32].[O:27]1[CH2:28][CH2:29][CH2:30][CH2:31]1.[OH-:33].[OH2:35]>>[CH2:1]([c:2]1[cH:3][cH:4][cH:5][cH:6][cH:7]1)[NH:8][C:9](=[O:10])[c:11]1[c:12]([CH3:26])[n:13][c:14](-[n:16]2[n:17][n:18][c:19]([C:21](=[O:22])[OH:23])[cH:20]2)[s:15]1. Starting materials: [I-].C[S+](C)C (trimethylsulfonium iodide), [H-].[Na+] (Sodium hydride), C=1(C(=CC=CC1)C=O)C (o-tolualdehyde). Run in CS(=O)C (DMSO), CS(=O)C (dimethylsulfoxide), C1CCOC1 (THF), ice water, CCCCCC (hexane). Reaction conditions: time 1 hour. Product: CC1=C(C2CO2)C=CC=C1 (o-methylstyrene oxide). Isolated yield 82.5%. Reaction SMILES: [H-].[Na+].[I-].[CH3:4][S+](C)C.[C:8]1([CH3:16])[C:9]([CH:14]=[O:15])=[CH:10][CH:11]=[CH:12][CH:13]=1>CCCCCC.C1COCC1.CS(C)=O>[CH3:16][C:8]1[CH:13]=[CH:12][CH:11]=[CH:10][C:9]=1[CH:14]1[O:15][CH2:4]1 |f:0.1,2.3|. Reported procedure: Sodium hydride (57%) (4.84 g., 0.115 mole) previously washed with hexane was stirred with dry dimethylsulfoxide (70 ml) at 65°-70° for 2 hours under argon. The mixture was diluted with dry THF (70 ml), cooled to -5° and trimethylsulfonium iodide (23.5 g, 0.115 mole) in 100 ml of dry DMSO was added over a period of 3 minutes. After stirring for one minute o-tolualdehyde (11.5 g, 0.0926 mole) was added at a moderate rate while keeping the reaction mixture at 0° to -5°. The mixture was stirred at 0...